From a dataset of the Open Reaction Database (ORD), a public repository of structured organic reaction records. describe an organic reaction: reactants, conditions, products, and yield Reactants: N1(C=NC=C1)C1=CC=C(OCCCCN)C=C1 (4-[4-(1H-imidazol-1-yl)phenoxy]butaneamine), N1=CC=CC=C1 (pyridine), COC1=CC=C(C(=O)Cl)C=C1 (4-methoxybenzoyl chloride). Solvent: ClCCl (dichloromethane). Run at temperature -10 celsius, time 18 hour. Yields the product COC1=CC=C(C(=O)NCCCCOC2=CC=C(C=C2)N2C=NC=C2)C=C1 (4-Methoxy-N-[4-[4-(1H-imidazol-1-yl)phenoxy]butyl]benzamide). As a reaction SMILES: [N:1]1([C:6]2[CH:17]=[CH:16][C:9]([O:10][CH2:11][CH2:12][CH2:13][CH2:14][NH2:15])=[CH:8][CH:7]=2)[CH:5]=[CH:4][N:3]=[CH:2]1.N1C=CC=CC=1.[CH3:24][O:25][C:26]1[CH:34]=[CH:33][C:29]([C:30](Cl)=[O:31])=[CH:28][CH:27]=1>ClCCl>[CH3:24][O:25][C:26]1[CH:34]=[CH:33][C:29]([C:30]([NH:15][CH2:14][CH2:13][CH2:12][CH2:11][O:10][C:9]2[CH:16]=[CH:17][C:6]([N:1]3[CH:5]=[CH:4][N:3]=[CH:2]3)=[CH:7][CH:8]=2)=[O:31])=[CH:28][CH:27]=1. Procedure details: A solution of 2.3 g of 4-[4-(1H-imidazol-1-yl)phenoxy]butaneamine (Example 2) in 50 ml of dichloromethane containing 2 ml of pyridine is treated with 2.0 g of 4-methoxybenzoyl chloride. The reaction mixture is allowed to stand at room temperature for 18 hours, and is then heated at reflux for one hour. The volatiles are removed in vacuo. The residue is partitioned between 100 ml of dichloromethane and 100 ml of water. The dichloromethane layer is dried over Na2SO4, and then heated to gentle boil... Reactants: COC(=O)C(O)C(Sc1c(OCc2ccccc2)cccc1[N+](=O)[O-])c1ccc(OC)cc1, CCOC(C)=O, [Na+], O=C([O-])O, O, O, O, Cl[Sn]Cl. The product is COC(=O)C(O)C(Sc1c(N)cccc1OCc1ccccc1)c1ccc(OC)cc1. RXN SMILES: [CH2:1]([c:2]1[cH:3][cH:4][cH:5][cH:6][cH:7]1)[O:8][c:9]1[c:10]([S:18][CH:19]([CH:20]([C:21](=[O:22])[O:23][CH3:24])[OH:25])[c:26]2[cH:27][cH:28][c:29]([O:32][CH3:33])[cH:30][cH:31]2)[c:11]([N+:15]([O-:16])=[O:17])[cH:12][cH:13][cH:14]1.[CH3:45][CH2:46][O:47][C:48](=[O:49])[CH3:50].[Na+:44].[O-:40][C:41]([OH:42])=[O:43].[OH2:34].[OH2:35].[OH2:39].[Sn:36]([Cl:37])[Cl:38]>>[CH2:1]([c:2]1[cH:3][cH:4][cH:5][cH:6][cH:7]1)[O:8][c:9]1[c:10]([S:18][CH:19]([CH:20]([C:21](=[O:22])[O:23][CH3:24])[OH:25])[c:26]2[cH:27][cH:28][c:29]([O:32][CH3:33])[cH:30][cH:31]2)[c:11]([NH2:15])[cH:12][cH:13][cH:14]1. Reactants: Nc1nc(=O)[nH]cc1Br, CC(=O)OC1OC(C)C(OC(C)=O)C1OC(C)=O, CN([SiH](C)C)[Si](C)(C)C, CC#N, O=S(=O)(O)C(F)(F)F. Yields the product CC(=O)OC1C(C)OC(n2cc(Br)c(N)nc2=O)C1OC(C)=O. RXN SMILES: [Br:1][c:2]1[c:3]([NH2:9])[n:4][c:5](=[O:8])[nH:6][cH:7]1.[C:19]([O:20][CH:23]1[CH:24]([O:25][C:26]([CH3:27])=[O:28])[CH:29]([O:30][C:31]([CH3:32])=[O:33])[CH:34]([CH3:36])[O:35]1)(=[O:21])[CH3:22].[CH3:10][SiH:11]([CH3:12])[N:13]([CH3:14])[Si:15]([CH3:16])([CH3:17])[CH3:18].[CH3:37][C:38]#[N:39].[F:40][C:41]([F:42])([F:43])[S:44]([OH:45])(=[O:46])=[O:47]>>[Br:1][c:2]1[c:3]([NH2:9])[n:4][c:5](=[O:8])[n:6]([CH:23]2[CH:24]([O:25][C:26]([CH3:27])=[O:28])[CH:29]([O:30][C:31]([CH3:32])=[O:33])[CH:34]([CH3:36])[O:35]2)[cH:7]1. The reactants are COc1cc(C=O)c(OCc2ccccc2)cc1OC, CCOC(C)=O. Product: COc1cc(O)c(C=O)cc1OC. As a reaction SMILES: [CH2:1]([c:2]1[cH:3][cH:4][cH:5][cH:6][cH:7]1)[O:8][c:9]1[c:10]([CH:11]=[O:12])[cH:13][c:14]([O:19][CH3:20])[c:15]([O:17][CH3:18])[cH:16]1.[CH3:21][CH2:22][O:23][C:24](=[O:25])[CH3:26]>>[OH:8][c:9]1[c:10]([CH:11]=[O:12])[cH:13][c:14]([O:19][CH3:20])[c:15]([O:17][CH3:18])[cH:16]1.